From a dataset of the Open Reaction Database (ORD), a public repository of structured organic reaction records. describe an organic reaction: reactants, conditions, products, and yield The reactants are BrCc1ccccc1, O=C([O-])[O-], CCOC(=O)Cc1ccc(O)c(O)c1, CC(C)=O, Cl, [K+], [K+], O. Product: CCOC(=O)Cc1ccc(O)c(OCc2ccccc2)c1. As a reaction SMILES: [Br:21][CH2:22][c:23]1[cH:24][cH:25][cH:26][cH:27][cH:28]1.[C:15](=[O:16])([O-:17])[O-:18].[CH2:1]([CH3:2])[O:3][C:4]([CH2:5][c:6]1[cH:7][c:8]([OH:13])[c:9]([OH:12])[cH:10][cH:11]1)=[O:14].[CH3:30][C:31](=[O:32])[CH3:33].[ClH:29].[K+:19].[K+:20].[OH2:34]>>[CH2:1]([CH3:2])[O:3][C:4]([CH2:5][c:6]1[cH:7][c:8]([O:13][CH2:22][c:23]2[cH:24][cH:25][cH:26][cH:27][cH:28]2)[c:9]([OH:12])[cH:10][cH:11]1)=[O:14]. Product: O=C1Cn2c(c(-c3ccccc3)c3ccccc32)CCN1CC1CC1. Starting materials: [Br-], ClCCl, CCCC[N+](CCCC)(CCCC)Cc1ccccc1, O=C(CCl)N(CCc1[nH]c2ccccc2c1-c1ccccc1)CC1CC1, [Na+], [OH-], O. RXN SMILES: [Br-:30].[CH2:27]([Cl:28])[Cl:29].[CH2:31]([N+:32]([CH2:33][CH2:34][CH2:35][CH3:36])([CH2:37][CH2:38][CH2:39][CH3:40])[CH2:41][CH2:42][CH2:43][CH3:44])[c:45]1[cH:46][cH:47][cH:48][cH:49][cH:50]1.[Cl:1][CH2:2][C:3](=[O:4])[N:5]([CH2:6][CH2:7][c:8]1[nH:9][c:10]2[cH:11][cH:12][cH:13][cH:14][c:15]2[c:16]1-[c:17]1[cH:18][cH:19][cH:20][cH:21][cH:22]1)[CH2:23][CH:24]1[CH2:25][CH2:26]1.[Na+:52].[OH-:51].[OH2:53]>>[CH2:2]1[C:3](=[O:4])[N:5]([CH2:23][CH:24]2[CH2:25][CH2:26]2)[CH2:6][CH2:7][c:8]2[n:9]1[c:10]1[cH:11][cH:12][cH:13][cH:14][c:15]1[c:16]2-[c:17]1[cH:18][cH:19][cH:20][cH:21][cH:22]1.